This data is from the Open Reaction Database (ORD), a public repository of structured organic reaction records. The task is: describe an organic reaction: reactants, conditions, products, and yield Starting materials: C(C)OC(=O)C1(CC1)C1=CC=C(C=C1)C1=CC=C(C=C1)C1=C(C(=NO1)C)CCC(=O)O (1-{4′-[4-(2-carboxy-ethyl)-3-methyl-isoxazol-5-yl]-biphenyl-4-yl}-cyclopropanecarboxylic acid ethyl ester), FC1=C(CNC)C=CC=C1 (2-fluoro-N-methylbenzylamine). Product: C(C)OC(=O)C1(CC1)C1=CC=C(C=C1)C1=CC=C(C=C1)C1=C(C(=NO1)C)CCC(N(C)CC1=C(C=CC=C1)F)=O (1-[4′-(4-{2-[(2-Fluoro-benzyl)-methyl-carbamoyl]-ethyl}-3-methyl-isoxazol-5-yl)-biphenyl-4-yl]-cyclopropanecarboxylic acid ethyl ester). RXN SMILES: [CH2:1]([O:3][C:4]([C:6]1([C:9]2[CH:14]=[CH:13][C:12]([C:15]3[CH:20]=[CH:19][C:18]([C:21]4[O:25][N:24]=[C:23]([CH3:26])[C:22]=4[CH2:27][CH2:28][C:29]([OH:31])=O)=[CH:17][CH:16]=3)=[CH:11][CH:10]=2)[CH2:8][CH2:7]1)=[O:5])[CH3:2].[F:32][C:33]1[CH:41]=[CH:40][CH:39]=[CH:38][C:34]=1[CH2:35][NH:36][CH3:37]>>[CH2:1]([O:3][C:4]([C:6]1([C:9]2[CH:10]=[CH:11][C:12]([C:15]3[CH:16]=[CH:17][C:18]([C:21]4[O:25][N:24]=[C:23]([CH3:26])[C:22]=4[CH2:27][CH2:28][C:29](=[O:31])[N:36]([CH2:35][C:34]4[CH:38]=[CH:39][CH:40]=[CH:41][C:33]=4[F:32])[CH3:37])=[CH:19][CH:20]=3)=[CH:13][CH:14]=2)[CH2:8][CH2:7]1)=[O:5])[CH3:2]. Reported procedure: Prepared according to the procedure described in Example 33, Step 4, using 1-{4′-[4-(2-carboxy-ethyl)-3-methyl-isoxazol-5-yl]-biphenyl-4-yl}-cyclopropanecarboxylic acid ethyl ester and 2-fluoro-N-methylbenzylamine. The reactants are C(C)(C)N(C(C)C)CC (N,N-diisopropylethylamine), ClC=1C(=C(C(=C(C1)C(C)O)C1=CC(=CC(=C1)F)F)C(=O)NCC)C (4-chloro-N-ethyl-3′,5′-difluoro-6-(1-hydroxyethyl)-3-methylbiphenyl-2-carboxamide), CS(=O)(=O)Cl (methanesulfonyl chloride). Yields the product CS(=O)(=O)OC(C)C1=C(C(=C(C(=C1)Cl)C)C(=O)NCC)C1=CC(=CC(=C1)F)F (1-{4-Chloro-6-[(ethylamino)carbonyl]-3′,5′-difluoro-5-methylbiphenyl-2-yl}ethyl methanesulfonate). Conditions: time 10 minute. Reported procedure: To a mixture of 4-chloro-N-ethyl-3′,5′-difluoro-6-(1-hydroxyethyl)-3-methylbiphenyl-2-carboxamide (185 mg, 0.523 mmol) in methylene chloride (3 mL) was added N,N-diisopropylethylamine (0.18 mL, 1.0 mmol), followed by methanesulfonyl chloride (0.061 mL, 0.78 mmol). The reaction was stirred at rt for 10 min, quenched by pouring onto iced water, and extracted with dichloromethane. The combined organic layers were washed with aq. sodium bicarbonate, dried over magnesium sulfate, and evaporated to dr... As a reaction SMILES: [Cl:1][C:2]1[C:3]([CH3:24])=[C:4]([C:19]([NH:21][CH2:22][CH3:23])=[O:20])[C:5]([C:11]2[CH:16]=[C:15]([F:17])[CH:14]=[C:13]([F:18])[CH:12]=2)=[C:6]([CH:8]([OH:10])[CH3:9])[CH:7]=1.C(N(CC)C(C)C)(C)C.[CH3:34][S:35](Cl)(=[O:37])=[O:36]>C(Cl)Cl>[CH3:34][S:35]([O:10][CH:8]([C:6]1[CH:7]=[C:2]([Cl:1])[C:3]([CH3:24])=[C:4]([C:19]([NH:21][CH2:22][CH3:23])=[O:20])[C:5]=1[C:11]1[CH:12]=[C:13]([F:18])[CH:14]=[C:15]([F:17])[CH:16]=1)[CH3:9])(=[O:37])=[O:36]. Solvent: C(Cl)Cl (methylene chloride).